From a dataset of the Open Reaction Database (ORD), a public repository of structured organic reaction records. describe an organic reaction: reactants, conditions, products, and yield The reactants are O=C([O-])[O-], [K+], [K+], c1cnc2c(c1)CC1(CN3CCC1CC3)O2, O, O=[N+]([O-])O, O=S(=O)(O)O. The product is O=[N+]([O-])c1cnc2c(c1)CC1(CN3CCC1CC3)O2. As a reaction SMILES: [C:22](=[O:23])([O-:24])[O-:25].[K+:26].[K+:27].[O:1]1[c:2]2[n:3][cH:4][cH:5][cH:6][c:7]2[CH2:8][C:9]12[CH2:10][N:11]1[CH2:12][CH2:13][CH:14]2[CH2:15][CH2:16]1.[OH2:21].[OH:17][N+:18]([O-:19])=[O:20].[S:28](=[O:29])(=[O:30])([OH:31])[OH:32]>>[O:1]1[c:2]2[n:3][cH:4][c:5]([N+:18](=[O:17])[O-:19])[cH:6][c:7]2[CH2:8][C:9]12[CH2:10][N:11]1[CH2:12][CH2:13][CH:14]2[CH2:15][CH2:16]1. Starting materials: hydrochloride salt, NC1=NC=CC(=C1)OC1=CC=C2CCC(CC2=C1)C(=O)O (7-[(2-aminopyridin-4-yl)oxy]-1,2,3,4-tetrahydronaphthalene-2-carboxylic acid), NC=1C=C(CNC(OC(C)(C)C)=O)C=C(C1)C(F)(F)F (tert-butyl [3-amino-5-(trifluoromethyl)-benzyl]carbamate), CCN=C=NCCCN(C)C (EDCI). Reagents/catalysts: CN(C)C=1C=CN=CC1 (DMAP). The solvent is CN(C)C=O (DMF), O (water). Conditions: time 8 hour. The product is NC1=NC=CC(=C1)OC1=CC=C2CCC(CC2=C1)C(=O)NC=1C=C(CNC(OC(C)(C)C)=O)C=C(C1)C(F)(F)F (tert-butyl [3-[({7-[(2-aminopyridin-4-yl)oxy]-1,2,3,4-tetrahydronaphthalen-2-yl}carbonyl)-amino]-5-(trifluoromethyl)benzyl]carbamate). Yield: 64.5%. RXN SMILES: [NH2:1][C:2]1[CH:7]=[C:6]([O:8][C:9]2[CH:18]=[C:17]3[C:12]([CH2:13][CH2:14][CH:15]([C:19]([OH:21])=O)[CH2:16]3)=[CH:11][CH:10]=2)[CH:5]=[CH:4][N:3]=1.[NH2:22][C:23]1[CH:24]=[C:25]([CH:35]=[C:36]([C:38]([F:41])([F:40])[F:39])[CH:37]=1)[CH2:26][NH:27][C:28](=[O:34])[O:29][C:30]([CH3:33])([CH3:32])[CH3:31].CCN=C=NCCCN(C)C>CN(C1C=CN=CC=1)C.CN(C=O)C.O>[NH2:1][C:2]1[CH:7]=[C:6]([O:8][C:9]2[CH:18]=[C:17]3[C:12]([CH2:13][CH2:14][CH:15]([C:19]([NH:22][C:23]4[CH:24]=[C:25]([CH:35]=[C:36]([C:38]([F:39])([F:40])[F:41])[CH:37]=4)[CH2:26][NH:27][C:28](=[O:34])[O:29][C:30]([CH3:33])([CH3:32])[CH3:31])=[O:21])[CH2:16]3)=[CH:11][CH:10]=2)[CH:5]=[CH:4][N:3]=1. Reported procedure: To a solution of the hydrochloride salt of 7-[(2-aminopyridin-4-yl)oxy]-1,2,3,4-tetrahydronaphthalene-2-carboxylic acid (1.99 g), tert-butyl [3-amino-5-(trifluoromethyl)-benzyl]carbamate (1.98 g, 6.82 mmol), and DMAP (0.834 g, 6.82 mmol) in DMF (60 mL) was added EDCI (1.31 g, 6.82 mmol). The reaction mixture was allowed to stir at rt overnight under an atmosphere of nitrogen. The reaction mixture was diluted with water and extracted with EtOAc. The organic solutions were combined, washed with wa... The reactants are O=C(CCN1CC2CN(CC(C1)O2)C(=O)OC(C)(C)C)N2CCC1=CC(=CC=C21)C#N (tert-Butyl 7-[3-oxo-3-(5-cyano-2,3-dihydro-1H-indol-1-yl)propyl]-9-oxa-3,7-diazabicyclo[3.3.1]nonane-3-carboxylate), Cl (HCl). Solvent: O1CCOCC1 (dioxane). Conditions: time 1 hour. Yields the product Cl.C12CN(CC(CNC1)O2)CCC(=O)N2CCC1=CC(=CC=C21)C#N (1-[3-(9-Oxa-3,7-diazabicyclo[3.3.1]non-3-yl)propanoyl]indoline-5-carbonitrile, hydrochloride salt). As a reaction SMILES: [O:1]=[C:2]([N:21]1[C:29]2[C:24](=[CH:25][C:26]([C:30]#[N:31])=[CH:27][CH:28]=2)[CH2:23][CH2:22]1)[CH2:3][CH2:4][N:5]1[CH2:12][CH:11]2[O:13][CH:7]([CH2:8][N:9](C(OC(C)(C)C)=O)[CH2:10]2)[CH2:6]1.[ClH:32]>O1CCOCC1>[ClH:32].[CH:11]12[O:13][CH:7]([CH2:8][NH:9][CH2:10]1)[CH2:6][N:5]([CH2:4][CH2:3][C:2]([N:21]1[C:29]3[C:24](=[CH:25][C:26]([C:30]#[N:31])=[CH:27][CH:28]=3)[CH2:23][CH2:22]1)=[O:1])[CH2:12]2 |f:3.4|. Reported procedure: tert-Butyl 7-[3-oxo-3-(5-cyano-2,3-dihydro-1H-indol-1-yl)propyl]-9-oxa-3,7-diazabicyclo[3.3.1]nonane-3-carboxylate (5 g, 0.017 mol; see step (vi) above) was taken up in 50 mL of dioxane that was saturated with HCl gas. The mixture was then stirred for 1 h under nitrogen atmosphere at RT. The resulting solid was filtered and washed with ether and then dried under vacuum to yield 4.42 g of the title compound as an off white solid. The reactants are CCOC(=O)Cc1cc(NC(=O)C(F)(F)F)ccc1S(=O)(=O)Cl, ClCCl, Nc1ccc2c(c1)B(O)OC2, c1ccncc1. Product: CCOC(=O)Cc1cc(NC(=O)C(F)(F)F)ccc1S(=O)(=O)Nc1ccc2c(c1)B(O)OC2. RXN SMILES: [Cl:18][S:19](=[O:20])(=[O:21])[c:22]1[c:23]([CH2:35][C:36](=[O:37])[O:38][CH2:39][CH3:40])[cH:24][c:25]([NH:28][C:29]([C:30]([F:31])([F:32])[F:33])=[O:34])[cH:26][cH:27]1.[Cl:41][CH2:42][Cl:43].[NH2:1][c:2]1[cH:3][cH:4][c:5]2[c:6]([cH:11]1)[B:7]([OH:10])[O:8][CH2:9]2.[cH:12]1[cH:13][cH:14][n:15][cH:16][cH:17]1>>[NH:1]([c:2]1[cH:3][cH:4][c:5]2[c:6]([cH:11]1)[B:7]([OH:10])[O:8][CH2:9]2)[S:19](=[O:20])(=[O:21])[c:22]1[c:23]([CH2:35][C:36](=[O:37])[O:38][CH2:39][CH3:40])[cH:24][c:25]([NH:28][C:29]([C:30]([F:31])([F:32])[F:33])=[O:34])[cH:26][cH:27]1. Reactants: CN(C)CN(C)C, CC(=O)Cl, CCCOc1ccc2[nH]ccc2c1Cl, ClCCl. Yields the product CCCOc1ccc2[nH]cc(CN(C)C)c2c1Cl. As a reaction SMILES: [CH3:15][N:16]([CH3:17])[CH2:18][N:19]([CH3:20])[CH3:21].[CH3:22][C:23](=[O:24])[Cl:25].[Cl:1][c:2]1[c:3]2[cH:4][cH:5][nH:6][c:7]2[cH:8][cH:9][c:10]1[O:11][CH2:12][CH2:13][CH3:14].[Cl:26][CH2:27][Cl:28]>>[Cl:1][c:2]1[c:3]2[c:4]([CH2:18][N:16]([CH3:15])[CH3:17])[cH:5][nH:6][c:7]2[cH:8][cH:9][c:10]1[O:11][CH2:12][CH2:13][CH3:14].